Dataset: the Open Reaction Database (ORD), a public repository of structured organic reaction records. Task: describe an organic reaction: reactants, conditions, products, and yield Reactants: CN(C)C=O (DMF), C(C1=CC=CC=C1)C=1C=NC2=C(C=CC=C2C1O)C(F)(F)F (3-benzyl-8-(trifluoromethyl)quinolin-4-ol), BrCCCCCCBr (1,6-dibromohexane), C([O-])([O-])=O.[K+].[K+] (potassium carbonate). Solvent: O (water). Product: C(C1=CC=CC=C1)C=1C=NC2=C(C=CC=C2C1OCCCCCCBr)C(F)(F)F (3-benzyl-4-(6-bromohexyloxy)-8-(trifluoromethyl)quinoline). Yield: 85.8%. RXN SMILES: CN(C=O)C.[CH2:6]([C:13]1[CH:14]=[N:15][C:16]2[C:21]([C:22]=1[OH:23])=[CH:20][CH:19]=[CH:18][C:17]=2[C:24]([F:27])([F:26])[F:25])[C:7]1[CH:12]=[CH:11][CH:10]=[CH:9][CH:8]=1.[Br:28][CH2:29][CH2:30][CH2:31][CH2:32][CH2:33][CH2:34]Br.C(=O)([O-])[O-].[K+].[K+]>O>[CH2:6]([C:13]1[CH:14]=[N:15][C:16]2[C:21]([C:22]=1[O:23][CH2:34][CH2:33][CH2:32][CH2:31][CH2:30][CH2:29][Br:28])=[CH:20][CH:19]=[CH:18][C:17]=2[C:24]([F:27])([F:25])[F:26])[C:7]1[CH:8]=[CH:9][CH:10]=[CH:11][CH:12]=1 |f:3.4.5|. Reported procedure: A DMF (3 mL) solution of 3-benzyl-8-(trifluoromethyl)quinolin-4-ol (500 mg, 1.65 mmol), 1,6-dibromohexane (3.22 g, 13.20 mmol), and potassium carbonate (455.7 mg, 3.30 mmol) was stirred at room temperature overnight. The reaction solution was added with water and extracted with ethyl acetate. Subsequently, the organic layer was washed with brine, dried using anhydrous sodium sulfate, and concentrated in vacuo. The obtained residue was purified using silica-gel column chromatography (hexane:ethyl...